Dataset: the Open Reaction Database (ORD), a public repository of structured organic reaction records. Task: describe an organic reaction: reactants, conditions, products, and yield Reactants: N#N (N2), BrC1=CC=C(S1)S(=O)(=O)N1CCC2(C(NC(=N2)C2=CC(=CC=C2)C(F)(F)F)=O)CC1 (8-(5-bromo-thiophene-2-sulfonyl)-2-(3-trifluoromethyl-phenyl)-1,3,8-triaza-spiro[4.5]dec-1-en-4-one), CN(C(=O)C1=CC=C(C=C1)B(O)O)C (4-(N,N-dimethylaminocarbonyl)phenylboronic acid), C(=O)([O-])[O-].[Na+].[Na+] (Na2CO3). Reagents/catalysts: C=1C=CC(=CC1)[P](C=2C=CC=CC2)(C=3C=CC=CC3)[Pd]([P](C=4C=CC=CC4)(C=5C=CC=CC5)C=6C=CC=CC6)([P](C=7C=CC=CC7)(C=8C=CC=CC8)C=9C=CC=CC9)[P](C=1C=CC=CC1)(C=1C=CC=CC1)C=1C=CC=CC1 (Pd(PPh3)4). The solvent is C1(=CC=CC=C1)C (toluene), O (H2O), CCO (EtOH). Product: CN(C(C1=CC=C(C=C1)C=1SC(=CC1)S(=O)(=O)N1CCC2(C(NC(=N2)C2=CC(=CC=C2)C(F)(F)F)=O)CC1)=O)C (N,N-dimethyl-4-{5-[4-oxo-2-(3-trifluoromethyl-phenyl)-1,3,8-triaza-spiro[4.5]dec-1-ene-8-sulfonyl]-thiophen-2-yl}-benzamide). Isolated yield 77.5%. RXN SMILES: Br[C:2]1[S:6][C:5]([S:7]([N:10]2[CH2:30][CH2:29][C:13]3([N:17]=[C:16]([C:18]4[CH:23]=[CH:22][CH:21]=[C:20]([C:24]([F:27])([F:26])[F:25])[CH:19]=4)[NH:15][C:14]3=[O:28])[CH2:12][CH2:11]2)(=[O:9])=[O:8])=[CH:4][CH:3]=1.[CH3:31][N:32]([CH3:44])[C:33]([C:35]1[CH:40]=[CH:39][C:38](B(O)O)=[CH:37][CH:36]=1)=[O:34].C([O-])([O-])=O.[Na+].[Na+].N#N>C1(C)C=CC=CC=1.C1C=CC([P]([Pd]([P](C2C=CC=CC=2)(C2C=CC=CC=2)C2C=CC=CC=2)([P](C2C=CC=CC=2)(C2C=CC=CC=2)C2C=CC=CC=2)[P](C2C=CC=CC=2)(C2C=CC=CC=2)C2C=CC=CC=2)(C2C=CC=CC=2)C2C=CC=CC=2)=CC=1.O.CCO>[CH3:31][N:32]([CH3:44])[C:33](=[O:34])[C:35]1[CH:36]=[CH:37][C:38]([C:2]2[S:6][C:5]([S:7]([N:10]3[CH2:11][CH2:12][C:13]4([N:17]=[C:16]([C:18]5[CH:23]=[CH:22][CH:21]=[C:20]([C:24]([F:25])([F:27])[F:26])[CH:19]=5)[NH:15][C:14]4=[O:28])[CH2:29][CH2:30]3)(=[O:8])=[O:9])=[CH:4][CH:3]=2)=[CH:39][CH:40]=1 |f:2.3.4,^1:63,65,84,103|. Reported procedure: A mixture of 8-(5-bromo-thiophene-2-sulfonyl)-2-(3-trifluoromethyl-phenyl)-1,3,8-triaza-spiro[4.5]dec-1-en-4-one (11.1 mg, 0.0212 mmol), 4-(N,N-dimethylaminocarbonyl)phenylboronic acid (8.0 mg, 0.041 mmol), Pd(PPh3)4 (3.8 mg, 0.0033 mmol) and Na2CO3 (22.0 mg, 0.208 mmol) in toluene (0.12 ml)-EtOH (0.12 ml)-H2O (0.12 ml) was stirred at 85° C. for 20 hours in a sealed test tube in an N2 atmosphere. The reaction mixture was cooled to room temperature and extracted with AcOEt. The organic layer was ... The reactants are CCO, OCCC#Cc1ccc(Cl)cc1Cl, [H][H], O=[Pt]. The product is OCCCCc1ccc(Cl)cc1Cl. RXN SMILES: [CH3:16][CH2:17][OH:18].[Cl:1][c:2]1[c:3]([C:9]#[C:10][CH2:11][CH2:12][OH:13])[cH:4][cH:5][c:6]([Cl:8])[cH:7]1.[H:14][H:15].[Pt:19]=[O:20]>>[Cl:1][c:2]1[c:3]([CH2:9][CH2:10][CH2:11][CH2:12][OH:13])[cH:4][cH:5][c:6]([Cl:8])[cH:7]1. The reactants are [Na] (sodium), product, C(CC)OC1=C(C=CC=C1)O (0-propoxyphenol), Cl.C(C)(C)N(C(C)C)CCCl (diisopropylaminoethylchloride hydrochloride). The solvent is C(C)O (ethanol). Product: C(CC)OC1=C(C=CC=C1)OCCN(C(C)C)C(C)C (1-n-Propoxy-2-(2'-diisopropylaminoethoxy)-benzene). Reaction SMILES: [Na].[CH2:2]([O:5][C:6]1[CH:11]=[CH:10][CH:9]=[CH:8][C:7]=1[OH:12])[CH2:3][CH3:4].Cl.[CH:14]([N:17]([CH2:21][CH2:22]Cl)[CH:18]([CH3:20])[CH3:19])([CH3:16])[CH3:15]>C(O)C>[CH2:2]([O:5][C:6]1[CH:11]=[CH:10][CH:9]=[CH:8][C:7]=1[O:12][CH2:22][CH2:21][N:17]([CH:18]([CH3:20])[CH3:19])[CH:14]([CH3:16])[CH3:15])[CH2:3][CH3:4] |f:2.3,^1:0|. Procedure details: The compound was prepared as described in Example 1, using sodium (3.45 g; 150 mole), 0-propoxyphenol (11.4 g; 75 mmole) and diisopropylaminoethylchloride hydrochloride (15.0 g; 75 mmole) in 200 ml of ethanol. Yield 12.7 g (64%) of product, boiling at 109°-110° C under a pressure of 0.001 mm.Hg, nD25 : 1.4961. Calcd. for C17H29NO2 : C 73.07%, H 10.46%, N 5.01%. Found C 73.2% H 10.5%, N 4.96%. Reactants: C1CCOC1, CI, CCOC(C)=O, Clc1cc(Nc2cncnc2)cc(Cl)n1, [H-], [Na+]. Yields the product CN(c1cncnc1)c1cc(Cl)nc(Cl)c1. RXN SMILES: [CH2:20]1[O:21][CH2:22][CH2:23][CH2:24]1.[CH3:18][I:19].[CH3:25][CH2:26][O:27][C:28]([CH3:29])=[O:30].[Cl:3][c:4]1[n:5][c:6]([Cl:17])[cH:7][c:8]([NH:10][c:11]2[cH:12][n:13][cH:14][n:15][cH:16]2)[cH:9]1.[H-:2].[Na+:1]>>[Cl:3][c:4]1[n:5][c:6]([Cl:17])[cH:7][c:8]([N:10]([c:11]2[cH:12][n:13][cH:14][n:15][cH:16]2)[CH3:18])[cH:9]1. Starting materials: CC(C)(C)OC(=O)NCCCBr, CC(C)(C)[O-], CN(C)C=O, [Li+], CCOC(=O)c1n[nH]c2c1CCc1cnc(Nc3ccccc3)nc1-2, C1CCOC1. Product: CCOC(=O)c1c2c(nn1CCCNC(=O)OC(C)(C)C)-c1nc(Nc3ccccc3)ncc1CC2. RXN SMILES: [C:32]([CH3:33])([CH3:34])([CH3:35])[O:36][C:37](=[O:38])[NH:39][CH2:40][CH2:41][CH2:42][Br:43].[CH3:26][C:27]([CH3:28])([O-:29])[CH3:30].[CH3:44][N:45]([CH3:46])[CH:47]=[O:48].[Li+:31].[NH:1]([c:2]1[cH:3][cH:4][cH:5][cH:6][cH:7]1)[c:8]1[n:9][c:10]2[c:15]([cH:16][n:17]1)[CH2:14][CH2:13][c:12]1[c:11]-2[nH:20][n:19][c:18]1[C:21](=[O:22])[O:23][CH2:24][CH3:25].[O:49]1[CH2:50][CH2:51][CH2:52][CH2:53]1>>[NH:1]([c:2]1[cH:3][cH:4][cH:5][cH:6][cH:7]1)[c:8]1[n:9][c:10]2[c:15]([cH:16][n:17]1)[CH2:14][CH2:13][c:12]1[c:11]-2[n:20][n:19]([CH2:42][CH2:41][CH2:40][NH:39][C:37]([O:36][C:32]([CH3:33])([CH3:34])[CH3:35])=[O:38])[c:18]1[C:21](=[O:22])[O:23][CH2:24][CH3:25]. The reactants are C(C)OC(C=CC1=NC=2NCCCC2C=C1)=O (3-(5,6,7,8-Tetrahydro-[1,8]naphthyridin-2-yl)-acrylic acid ethyl ester), [H][H] (hydrogen). The reagents and catalysts are [Pd].[C] (Pd carbon). Solvent: CCO (EtOH). Product: C(C)OC(CCC1=NC=2NCCCC2C=C1)=O (3-(5,6,7,8-Tetrahydro-[1,8]naphthyridin-2-yl)-propionic acid ethyl ester). As a reaction SMILES: [CH2:1]([O:3][C:4](=[O:17])[CH:5]=[CH:6][C:7]1[CH:16]=[CH:15][C:14]2[CH2:13][CH2:12][CH2:11][NH:10][C:9]=2[N:8]=1)[CH3:2].[H][H]>CCO.[Pd].[C]>[CH2:1]([O:3][C:4](=[O:17])[CH2:5][CH2:6][C:7]1[CH:16]=[CH:15][C:14]2[CH2:13][CH2:12][CH2:11][NH:10][C:9]=2[N:8]=1)[CH3:2] |f:3.4|. Procedure details: A mixture of 4-8 (1.4 g, 6.03 mmol) and 10% Pd/carbon (1 g) in EtOH (30 mL) was stirred under a balloon of hydrogen for 18 h. Filtration and evaporative removal of the solvent gave 4-9 as a white solid.